From a dataset of the Open Reaction Database (ORD), a public repository of structured organic reaction records. describe an organic reaction: reactants, conditions, products, and yield Starting materials: CC(=O)OC1C(C(=O)C(Cc2ccccc2)NC(=O)OCc2ccccc2)C(=O)N1N, CCOC(C)=O, [H][H]. Product: CC(=O)OC1C(C(=O)C(N)Cc2ccccc2)C(=O)N1N. As a reaction SMILES: [CH2:1]([O:2][C:3](=[O:4])[NH:11][CH:12]([CH2:13][c:14]1[cH:15][cH:16][cH:17][cH:18][cH:19]1)[C:20](=[O:21])[CH:22]1[C:23](=[O:31])[N:24]([NH2:30])[CH:25]1[O:26][C:27]([CH3:28])=[O:29])[c:5]1[cH:6][cH:7][cH:8][cH:9][cH:10]1.[CH3:34][CH2:35][O:36][C:37](=[O:38])[CH3:39].[H:32][H:33]>>[NH2:11][CH:12]([CH2:13][c:14]1[cH:15][cH:16][cH:17][cH:18][cH:19]1)[C:20](=[O:21])[CH:22]1[C:23](=[O:31])[N:24]([NH2:30])[CH:25]1[O:26][C:27]([CH3:28])=[O:29]. The reactants are FC(=C(F)F)F (tetrafluoroethylene), C(CCCCCCC)S(=O)(=O)[O-].[Na+] (sodium octyl sulfonate), FC(C(=C(F)F)F)(F)F (hexafluoropropylene), S(=O)(=O)([O-])OOS(=O)(=O)[O-].[NH4+].[NH4+] (ammonium persulfate), O.O.O.O.O.O.O.OP(=O)([O-])[O-].[Na+].[Na+] (sodium phosphate dibasic heptahydrate), C(=C)(F)F (vinylidene fluoride). Solvent: O (water), C(C)(C)O (isopropanol). Conditions: time 30 minute. Yields the product FC(C(=C(F)F)F)(F)F.FC(=C(F)F)F (HFP TFE), Fluoroelastomer. As a reaction SMILES: S(OOS([O-])(=O)=O)([O-])(=O)=O.[NH4+].[NH4+].O.O.O.O.O.O.O.OP([O-])([O-])=O.[Na+].[Na+].C(S([O-])(=O)=O)CCCCCCC.[Na+].[F:40][C:41]([F:45])=[C:42]([F:44])[F:43].C(F)(F)=C.[F:50][C:51]([F:58])([F:57])[C:52]([F:56])=[C:53]([F:55])[F:54]>O.C(O)(C)C>[F:50][C:51]([F:58])([F:57])[C:52]([F:56])=[C:53]([F:55])[F:54].[F:40][C:41]([F:45])=[C:42]([F:44])[F:43] |f:0.1.2,3.4.5.6.7.8.9.10.11.12,13.14,20.21|. Procedure: A VF2/HFP/TFE copolymer fluoroelastomer was prepared by a continuous emulsion polymerization process of the invention, carried out at 115° C. in a well-stirred 4.0-liter stainless steel liquid full reaction vessel. An aqueous solution, consisting of 3.74 g/hour (g/h) ammonium persulfate, 11.26 g/h sodium phosphate dibasic heptahydrate, 3.75 g/h sodium octyl sulfonate, and 2.4 g/h isopropanol in deionized water, was fed to the reactor at a rate of 10 L/hour. The reactor was maintained at a liquid... Starting materials: O=C([O-])[O-], CS(C)=O, O=Cc1ccc(F)cc1, CI, [K+], [K+], NCCCCO, O. Product: CN(CCCCO)c1ccc(C=O)cc1. RXN SMILES: [C:16](=[O:17])([O-:18])[O-:19].[CH3:25][S:26]([CH3:27])=[O:28].[F:1][c:2]1[cH:3][cH:4][c:5]([CH:6]=[O:7])[cH:8][cH:9]1.[I:22][CH3:23].[K+:20].[K+:21].[NH2:10][CH2:11][CH2:12][CH2:13][CH2:14][OH:15].[OH2:24]>>[c:2]1([N:10]([CH2:11][CH2:12][CH2:13][CH2:14][OH:15])[CH3:16])[cH:3][cH:4][c:5]([CH:6]=[O:7])[cH:8][cH:9]1. RXN SMILES: [CH2:21]([N+:22]([CH2:23][CH2:24][CH2:25][CH3:26])([CH2:27][CH2:28][CH2:29][CH3:30])[CH2:31][CH2:32][CH2:33][CH3:34])[CH2:35][CH2:36][CH3:37].[CH2:38]([N+:39]([CH2:40][CH2:41][CH2:42][CH3:43])([CH2:44][CH2:45][CH2:46][CH3:47])[CH2:48][CH2:49][CH2:50][CH3:51])[CH2:52][CH2:53][CH3:54].[CH3:67][c:68]1[cH:69][cH:70][cH:71][cH:72][cH:73]1.[Cl:1][c:2]1[c:3]([N:9]=[C:10]2[N:11]([OH:15])[CH2:12][CH2:13][NH:14]2)[c:4]([Cl:8])[cH:5][cH:6][cH:7]1.[Cl:56][CH2:57][c:58]1[n+:59]([O-:64])[cH:60][cH:61][cH:62][cH:63]1.[ClH:55].[Na+:66].[OH-:65].[S:16]([O-:17])([O-:18])(=[O:19])=[O:20]>>[Cl:1][c:2]1[c:3]([N:9]=[C:10]2[N:11]([O:15][CH2:57][c:58]3[n+:59]([O-:64])[cH:60][cH:61][cH:62][cH:63]3)[CH2:12][CH2:13][NH:14]2)[c:4]([Cl:8])[cH:5][cH:6][cH:7]1. Starting materials: CCCC[N+](CCCC)(CCCC)CCCC, CCCC[N+](CCCC)(CCCC)CCCC, Cc1ccccc1, ON1CCNC1=Nc1c(Cl)cccc1Cl, [O-][n+]1ccccc1CCl, Cl, [Na+], [OH-], O=S(=O)([O-])[O-]. The product is [O-][n+]1ccccc1CON1CCNC1=Nc1c(Cl)cccc1Cl. Starting materials: BrC1=CC(=C(C=C1)NC(C(CC)CC)=O)F (N-(4-bromo-2-fluoro-phenyl)-2-ethyl-butyramide), C(C)NC(C(N1CCNCC1)C1=CC=CC=C1)=O (N-ethyl-2-phenyl-2-piperazin-1-yl-acetamide), C1(CCCCC1)P(C1=C(C=CC=C1)C1=CC=CC=C1)C1CCCCC1 (2-(dicyclohexylphosphino)biphenyl), CC(C)([O-])C.[Na+] (sodium tert-butoxide). Reagents/catalysts: C=1C=CC(=CC1)/C=C/C(=O)/C=C/C2=CC=CC=C2.C=1C=CC(=CC1)/C=C/C(=O)/C=C/C2=CC=CC=C2.C=1C=CC(=CC1)/C=C/C(=O)/C=C/C2=CC=CC=C2.[Pd].[Pd] (Pd2(dba)3). The solvent is C1(=CC=CC=C1)C (toluene). Run at temperature 110 celsius. The product is C(C)C(C(=O)NC1=C(C=C(C=C1)N1CCN(CC1)C(C1=CC=CC=C1)C(NCC)=O)F)CC (2-Ethyl-N-{4-[4-(ethylcarbamoyl-phenyl-methyl)-piperazin-1-yl]-2-fluoro-phenyl}-butyramide). The yield is 12.6%. As a reaction SMILES: Br[C:2]1[CH:7]=[CH:6][C:5]([NH:8][C:9](=[O:15])[CH:10]([CH2:13][CH3:14])[CH2:11][CH3:12])=[C:4]([F:16])[CH:3]=1.[CH2:17]([NH:19][C:20](=[O:34])[CH:21]([C:28]1[CH:33]=[CH:32][CH:31]=[CH:30][CH:29]=1)[N:22]1[CH2:27][CH2:26][NH:25][CH2:24][CH2:23]1)[CH3:18].C1(P(C2CCCCC2)C2C=CC=CC=2C2C=CC=CC=2)CCCCC1.CC(C)([O-])C.[Na+]>C1(C)C=CC=CC=1.C1C=CC(/C=C/C(/C=C/C2C=CC=CC=2)=O)=CC=1.C1C=CC(/C=C/C(/C=C/C2C=CC=CC=2)=O)=CC=1.C1C=CC(/C=C/C(/C=C/C2C=CC=CC=2)=O)=CC=1.[Pd].[Pd]>[CH2:11]([CH:10]([CH2:13][CH3:14])[C:9]([NH:8][C:5]1[CH:6]=[CH:7][C:2]([N:25]2[CH2:24][CH2:23][N:22]([CH:21]([C:20](=[O:34])[NH:19][CH2:17][CH3:18])[C:28]3[CH:33]=[CH:32][CH:31]=[CH:30][CH:29]=3)[CH2:27][CH2:26]2)=[CH:3][C:4]=1[F:16])=[O:15])[CH3:12] |f:3.4,6.7.8.9.10|. Reported procedure: To a solution of N-(4-bromo-2-fluoro-phenyl)-2-ethyl-butyramide (20 mg, 0.07 mmol), N-ethyl-2-phenyl-2-piperazin-1-yl-acetamide (18 mg, 0.07 mmol), Pd2(dba)3 (10 mg), and 2-(dicyclohexylphosphino)biphenyl (1 mg) in toluene was added sodium tert-butoxide (20 mg). The mixture was heated in a focused microwave at 110° C. for 1.5 h. The crude reaction mixture was purified by reverse phase HPLC (Agilent method) to provide the title compound (4 mg, 13%). MS (ESI): mass calcd. for C26H35FN4O2, 454.27. ... Starting materials: BrC=1C=C2C(=NC1)N(C=C2I)S(=O)(=O)C2=CC=C(C)C=C2 (5-bromo-3-iodo-1-tosyl-1H-pyrrolo[2,3-b]pyridine), NC1=NC=C(C=N1)B(O)O (2-aminopyrimidin-5-ylboronic acid), COC=1C=C(C=C(C1OC)OC)B(O)O (3,4,5-trimethoxyphenylboronic acid), N1C=CC2=CC(=CC=C12)B(O)O (1H-indol-5-ylboronic acid), BrC=1C=C2C(=NC1)N(C=C2C=2C=C1C=CNC1=CC2)S(=O)(=O)C2=CC=C(C)C=C2 (5-bromo-3-(1H-indol-5-yl)-1-tosyl-1H-pyrrolo[2,3-b]pyridine). The product is N1C=C(C=2C1=NC=C(C2)C=2C=NC(=NC2)N)C=2C=NC(=NC2)N (5,5′-(1H-pyrrolo[2,3-b]pyridine-3,5-diyl)dipyrimidin-2-amine). Reaction SMILES: [NH:1]1C2C(=CC(B(O)O)=CC=2)C=C1.Br[C:14]1[CH:15]=[C:16]2[C:22](I)=[CH:21][N:20](S(C3C=CC(C)=CC=3)(=O)=O)[C:17]2=[N:18][CH:19]=1.[NH2:34][C:35]1[N:40]=[CH:39][C:38](B(O)O)=[CH:37][N:36]=1.COC1C=C(B(O)O)C=C(OC)C=1OC.BrC1C=C2[C:68]([C:69]3C=C4C(=CC=3)NC=C4)=[CH:67][N:66](S(C3C=CC(C)=CC=3)(=O)=O)[C:63]2=[N:64]C=1>>[NH:20]1[C:17]2=[N:18][CH:19]=[C:14]([C:38]3[CH:37]=[N:36][C:35]([NH2:34])=[N:40][CH:39]=3)[CH:15]=[C:16]2[C:22]([C:68]2[CH:69]=[N:1][C:63]([NH2:64])=[N:66][CH:67]=2)=[CH:21]1. Reported procedure: Compound W was prepared by a method analogous to that described in Example 1 by substituting 2-aminopyrimidin-5-ylboronic acid for 1H-indol-5-ylboronic acid in the reaction with Intermediate A and 2-aminopyrimidin-5-ylboronic acid for 3,4,5-trimethoxyphenylboronic acid in the reaction with Intermediate B. HPLC retention time: 1.17 minutes. MS ESI (m/z): 305.2 (M+H)+, calc. 304. The reactants are ClCCl (dichloromethane), [H-].[Na+] (sodium hydride), C(C=C)Br (allyl bromide), BrC=1C=CC(=NC1)CN1C=C2C(C=3C=CC=CC13)=NNC2=O (5-[(5-Bromopyridin-2-yl)methyl]-2,5-dihydro-3H-pyrazolo[4,3-c]quinolin-3-one). Solvent: CS(=O)C (dimethylsulfoxide). Conditions: time 18 hour. Product: C(C=C)N1N=C2C(=CN(C=3C=CC=CC23)CC2=NC=C(C=C2)Br)C1=O (2-allyl-5-[(5-bromopyridin-2-yl)methyl]-2,5-dihydro-3H-pyrazolo[4,3-c]quinolin-3-one). Reaction SMILES: [Br:1][C:2]1[CH:3]=[CH:4][C:5]([CH2:8][N:9]2[C:18]3[CH:17]=[CH:16][CH:15]=[CH:14][C:13]=3[C:12]3=[N:19][NH:20][C:21](=[O:22])[C:11]3=[CH:10]2)=[N:6][CH:7]=1.[H-].[Na+].[CH2:25](Br)[CH:26]=[CH2:27].ClCCl>CS(C)=O>[CH2:27]([N:20]1[C:21](=[O:22])[C:11]2=[CH:10][N:9]([CH2:8][C:5]3[CH:4]=[CH:3][C:2]([Br:1])=[CH:7][N:6]=3)[C:18]3[CH:17]=[CH:16][CH:15]=[CH:14][C:13]=3[C:12]2=[N:19]1)[CH:26]=[CH2:25] |f:1.2|. Procedure: 5-[(5-Bromopyridin-2-yl)methyl]-2,5-dihydro-3H-pyrazolo[4,3-c]quinolin-3-one (250 mg, 0.704 mmol) was dissolved in dimethylsulfoxide (3 mL) and treated with sodium hydride (70.4 mg, 1.76 mmol, 2.5 equiv) and allyl bromide (170 mg, 1.41 mmol, 2.0 equiv). The mixture was stirred at ambient temperature for 18 hours, poured into dichloromethane (50 mL) and washed with sodium bicarbonate (2×50 mL, aqueous saturated) and brine (1×50 mL). The organic extract was dried with sodium sulfate, filtered, and...